The task is: describe an organic reaction: reactants, conditions, products, and yield. This data is from the Open Reaction Database (ORD), a public repository of structured organic reaction records. The reactants are CNN (methylhydrazine), COC1=NC(N(C(=N1)C1=CC=CC=C1)C)=O (4-methoxy-1-methyl-6-phenyl-1,2-dihydro-1,3,5-triazin-2-one). Solvent: CO (methanol), CO (methanol). Conditions: time 1 hour. Yields the product CNNC1=NC(N(C(=N1)C1=CC=CC=C1)C)=O (4-Methylhydrazinyl-1-methyl-6-phenyl-1,2-dihydro-1,3,5-triazin-2-one). Reaction SMILES: [CH3:1][NH:2][NH2:3].CO[C:6]1[N:11]=[C:10]([C:12]2[CH:17]=[CH:16][CH:15]=[CH:14][CH:13]=2)[N:9]([CH3:18])[C:8](=[O:19])[N:7]=1>CO>[CH3:1][NH:2][NH:3][C:6]1[N:11]=[C:10]([C:12]2[CH:17]=[CH:16][CH:15]=[CH:14][CH:13]=2)[N:9]([CH3:18])[C:8](=[O:19])[N:7]=1. Procedure details: 1.71 ml of methylhydrazine dissolved in 30 ml of methanol are added to a stirred solution of 4-methoxy-1-methyl-6-phenyl-1,2-dihydro-1,3,5-triazin-2-one in 100 ml of methanol. The mixture is stirred for one hour at RT and then refluxed for four hours. The reaction mixture is concentrated and the triazinone precipitated from ethyl acetate and hexane, filtered, washed with ether, and dried to yield 1.95 g of the desired product.